From a dataset of the Open Reaction Database (ORD), a public repository of structured organic reaction records. describe an organic reaction: reactants, conditions, products, and yield The reactants are FC1=CC=C(CN2C(C3=C(C=[N+](C(=C3CC2)C(=O)OC)[O-])O)=O)C=C1 (methyl 6-(4-fluorobenzyl)-4-hydroxy-5-oxo-5,6,7,8-tetrahydro-2,6-naphthyridine-1-carboxylate 2-oxide), C(C)(=O)OC(C)=O (acetic anhydride), C[O-].[Na+] (sodium methoxide). Conditions: time 1 hour. Yields the product FC1=CC=C(CN2C(C3=C(C(NC(=C3CC2)C(=O)OC)=O)O)=O)C=C1 (Methyl 6-(4-fluorobenzyl)-4-hydroxy-3,5-dioxo-2,3,5,6,7,8-hexahydro-2,6-naphthyridine-1-carboxylate). As a reaction SMILES: [F:1][C:2]1[CH:25]=[CH:24][C:5]([CH2:6][N:7]2[CH2:16][CH2:15][C:14]3[C:9](=[C:10]([OH:22])[CH:11]=[N+:12]([O-])[C:13]=3[C:17]([O:19][CH3:20])=[O:18])[C:8]2=[O:23])=[CH:4][CH:3]=1.C(OC(=O)C)(=[O:28])C.C[O-].[Na+]>>[F:1][C:2]1[CH:25]=[CH:24][C:5]([CH2:6][N:7]2[CH2:16][CH2:15][C:14]3[C:9](=[C:10]([OH:22])[C:11](=[O:28])[NH:12][C:13]=3[C:17]([O:19][CH3:20])=[O:18])[C:8]2=[O:23])=[CH:4][CH:3]=1 |f:2.3|. Reported procedure: To methyl 6-(4-fluorobenzyl)-4-hydroxy-5-oxo-5,6,7,8-tetrahydro-2,6-naphthyridine-1-carboxylate 2-oxide (0.178 g, 0.514 mmol) was added acetic anhydride (0.157 g, 1.542 mmol) and refluxed. After 1 hour, the reaction mixture was concentrated under vacuum, then sodium methoxide (30 wt. % in methanol, 0.083 g, 1.540 mmol) was added. After stirring at room temperature for 1 hour, the product mixture was concentrated under vacuum. The residue was purified by reverse phase HPLC eluting with 5%-95% ace... The reactants are CC(=O)SCC(C)C(=O)N(CC(=O)OC(C)(C)C)c1ccccc1, CCOCC, COc1ccccc1, O=C(O)C(F)(F)F. Yields the product CC(=O)SCC(C)C(=O)N(CC(=O)O)c1ccccc1. RXN SMILES: [C:1]([CH3:2])([CH3:3])([CH3:4])[O:5][C:6]([CH2:7][N:8]([c:9]1[cH:10][cH:11][cH:12][cH:13][cH:14]1)[C:15]([CH:16]([CH2:17][S:18][C:19]([CH3:20])=[O:21])[CH3:22])=[O:23])=[O:24].[CH3:25][CH2:26][O:27][CH2:28][CH3:29].[CH3:30][O:31][c:32]1[cH:33][cH:34][cH:35][cH:36][cH:37]1.[OH:38][C:39]([C:40]([F:41])([F:42])[F:43])=[O:44]>>[O:5]=[C:6]([CH2:7][N:8]([c:9]1[cH:10][cH:11][cH:12][cH:13][cH:14]1)[C:15]([CH:16]([CH2:17][S:18][C:19]([CH3:20])=[O:21])[CH3:22])=[O:23])[OH:24]. Starting materials: C(#N)C=1C=NC=CC1 (3-cyanopyridine), NC=1SC(=CC1C(=O)OCC)C(F)(F)F (2-amino-5-trifluoromethyl-3-ethoxycarbonyl-thiophene), O=P(Cl)(Cl)Cl (POCl3). Product: ClC=1C2=C(N=C(N1)C=1C=NC=CC1)SC(=C2)C(F)(F)F (4-chloro-2-(pyridin-3-yl)-6-trifluoromethyl-thieno-[2,3-d]-pyrimidine). Reaction SMILES: [C:1]([C:3]1[CH:4]=[N:5][CH:6]=[CH:7][CH:8]=1)#[N:2].[NH2:9][C:10]1[S:11][C:12]([C:20]([F:23])([F:22])[F:21])=[CH:13][C:14]=1[C:15](OCC)=O.O=P(Cl)(Cl)[Cl:26]>>[Cl:26][C:15]1[C:14]2[CH:13]=[C:12]([C:20]([F:21])([F:22])[F:23])[S:11][C:10]=2[N:9]=[C:1]([C:3]2[CH:4]=[N:5][CH:6]=[CH:7][CH:8]=2)[N:2]=1. Procedure: With the procedure of Example 477, the reaction of 3-cyanopyridine and 2-amino-5-trifluoromethyl-3-ethoxycarbonyl-thiophene, and the subsequent reaction with POCl3 yields 4-chloro-2-(pyridin-3-yl)-6-trifluoromethyl-thieno-[2,3-d]-pyrimidine Reactants: ClC=1C=C(COC=2C=3N(C=CC2)C=C(N3)C)C=CC1Cl (8-(3,4-dichlorobenzyloxy)-2-methylimidazo[1,2-a]-pyridine), ClC1=CC=C(COC=2C=3N(C=CC2)C=C(N3)C)C=C1 (8-(4-chlorobenzyloxy)-2-methylimidazo[1,2-a]pyridine). Yields the product NC1=NC=CC=C1OCC1=CC(=C(C=C1)Cl)Cl (2-amino-3-(3,4-dichlorobenzyloxy)-pyridine). RXN SMILES: [Cl:1][C:2]1[CH:3]=[C:4]([CH:17]=[CH:18][C:19]=1[Cl:20])[CH2:5][O:6][C:7]1[C:8]2[N:9](C=C(C)[N:15]=2)[CH:10]=[CH:11][CH:12]=1.ClC1C=CC(COC2C3N(C=C(C)N=3)C=CC=2)=CC=1>>[NH2:15][C:8]1[C:7]([O:6][CH2:5][C:4]2[CH:17]=[CH:18][C:19]([Cl:20])=[C:2]([Cl:1])[CH:3]=2)=[CH:12][CH:11]=[CH:10][N:9]=1. Procedure details: 8-(3,4-dichlorobenzyloxy)-2-methylimidazo[1,2-a]-pyridine and 8-(4-chlorobenzyloxy)-2-methylimidazo[1,2-a]pyridine. The reactants are BrC1=CC(=C(C=C1)C1=CC=C(C=C1)CCC1(COC(OC1)(C)C)NC(C)=O)F (N-{5-[2-(4′-bromo-2′-fluorobiphenyl-4-yl)ethyl]-2,2-dimethyl-1,3-dioxan-5-yl}acetamide), CC=1C=C(C=CC1)S (3-methylbenzenethiol), C(C)(C)N(CC)C(C)C (diisopropylethylamine), O (Water). The reagents and catalysts are C1=CC=C(C=C1)/C=C/C(=O)/C=C/C2=CC=CC=C2.C1=CC=C(C=C1)/C=C/C(=O)/C=C/C2=CC=CC=C2.C1=CC=C(C=C1)/C=C/C(=O)/C=C/C2=CC=CC=C2.C(Cl)(Cl)Cl.[Pd].[Pd] (tris(dibenzylideneacetone)dipalladium(0) chloroform adduct), C1(=CC=CC=C1)P(C1=CC=CC=2C(C3=CC=CC(=C3OC12)P(C1=CC=CC=C1)C1=CC=CC=C1)(C)C)C1=CC=CC=C1 (4,5-bis(diphenylphosphino)-9,9-dimethylxanthene). Run in O1CCOCC1 (1,4-dioxane). Product: FC1=C(C=CC(=C1)SC1=CC(=CC=C1)C)C1=CC=C(C=C1)CCC1(COC(OC1)(C)C)NC(C)=O (N-[5-{2-[2′-fluoro-4′-(3-methylphenylthio)biphenyl-4-yl]ethyl)-2,2-dimethyl-1,3-dioxan-5-yl}acetamide). Yield: 108.0%. RXN SMILES: Br[C:2]1[CH:7]=[CH:6][C:5]([C:8]2[CH:13]=[CH:12][C:11]([CH2:14][CH2:15][C:16]3([NH:24][C:25](=[O:27])[CH3:26])[CH2:21][O:20][C:19]([CH3:23])([CH3:22])[O:18][CH2:17]3)=[CH:10][CH:9]=2)=[C:4]([F:28])[CH:3]=1.[CH3:29][C:30]1[CH:31]=[C:32]([SH:36])[CH:33]=[CH:34][CH:35]=1.C(N(C(C)C)CC)(C)C.O>O1CCOCC1.C1C=CC(/C=C/C(/C=C/C2C=CC=CC=2)=O)=CC=1.C1C=CC(/C=C/C(/C=C/C2C=CC=CC=2)=O)=CC=1.C1C=CC(/C=C/C(/C=C/C2C=CC=CC=2)=O)=CC=1.C(Cl)(Cl)Cl.[Pd].[Pd].C1(P(C2C=CC=CC=2)C2C3OC4C(=CC=CC=4P(C4C=CC=CC=4)C4C=CC=CC=4)C(C)(C)C=3C=CC=2)C=CC=CC=1>[F:28][C:4]1[CH:3]=[C:2]([S:36][C:32]2[CH:33]=[CH:34][CH:35]=[C:30]([CH3:29])[CH:31]=2)[CH:7]=[CH:6][C:5]=1[C:8]1[CH:13]=[CH:12][C:11]([CH2:14][CH2:15][C:16]2([NH:24][C:25](=[O:27])[CH3:26])[CH2:21][O:20][C:19]([CH3:23])([CH3:22])[O:18][CH2:17]2)=[CH:10][CH:9]=1 |f:5.6.7.8.9.10|. Procedure: A solution of N-{5-[2-(4′-bromo-2′-fluorobiphenyl-4-yl)ethyl]-2,2-dimethyl-1,3-dioxan-5-yl}acetamide (158 mg) of Reference Example 10, 3-methylbenzenethiol (48 mg), diisopropylethylamine (90 mg), tris(dibenzylideneacetone)dipalladium(0) chloroform adduct (9.1 mg) and 4,5-bis(diphenylphosphino)-9,9-dimethylxanthene (Xantphos) (10.4 mg) in 1,4-dioxane (2 mL) was heated under reflux for 13 hr under a nitrogen atmosphere. Water was added to the reaction mixture, and the mixture was extracted with et... Starting materials: C(C1=CC=CC=C1)C(CC(C(=O)OCC1=CC=C(C=C1)[N+](=O)[O-])=O)C(=O)[O-] (1-(4-nitrobenzyl) 4-benzyl-2-oxoglutarate), ClCCCl (1,2-dichloroethane). Yields the product C(C1=CC=CC=C1)C1CC(OC1=O)(C(=O)OCC1=CC=C(C=C1)[N+](=O)[O-])Cl (4-nitrobenzyl 4-benzyl-2-chloro-5-oxo-2-tetrahydrofurancarboxylate). RXN SMILES: [CH2:1]([CH:8]([C:25]([O-:27])=[O:26])[CH2:9][C:10](=O)[C:11]([O:13][CH2:14][C:15]1[CH:20]=[CH:19][C:18]([N+:21]([O-:23])=[O:22])=[CH:17][CH:16]=1)=[O:12])[C:2]1[CH:7]=[CH:6][CH:5]=[CH:4][CH:3]=1.[Cl:28]CCCl>>[CH2:1]([CH:8]1[C:25](=[O:26])[O:27][C:10]([Cl:28])([C:11]([O:13][CH2:14][C:15]2[CH:16]=[CH:17][C:18]([N+:21]([O-:23])=[O:22])=[CH:19][CH:20]=2)=[O:12])[CH2:9]1)[C:2]1[CH:7]=[CH:6][CH:5]=[CH:4][CH:3]=1. Procedure details: In 18 ml of 1,2-dichloroethane was dissolved 475 mg of the Compound (73) obtained in Example 73. The solution was heated for 5 hours under reflux. The solvent was evaporated off, and the residue was subjected to a column chromatography using Florisil, followed by elution with hexaneethyl acetate (5:1) to give 370 mg of the subject Compound (74) as a pale yellow oily product. The reactants are C1CCOC1, COC(=O)C(C)(C)CCC(=O)N(C)OC, CC(C)(C)S(N)=O, CC[O-], CC[O-], CC[O-], CC[O-], COC(=O)C(C)(C)CCC(=O)c1cc(F)cc(F)c1, [Ti+4]. Product: COC(=O)C(C)(C)CCC(=NS(=O)C(C)(C)C)c1cc(F)cc(F)c1. RXN SMILES: [CH2:42]1[O:43][CH2:44][CH2:45][CH2:46]1.[CH3:20][O:21][N:22]([CH3:23])[C:24](=[O:25])[CH2:26][CH2:27][C:28]([CH3:29])([CH3:30])[C:31]([O:32][CH3:33])=[O:34].[CH3:35][C:36]([CH3:37])([CH3:38])[S:39](=[O:40])[NH2:41].[CH3:47][CH2:48][O-:49].[CH3:50][CH2:51][O-:52].[CH3:53][CH2:54][O-:55].[CH3:56][CH2:57][O-:58].[F:1][c:2]1[cH:3][c:4]([C:9]([CH2:10][CH2:11][C:12]([C:13](=[O:14])[O:15][CH3:16])([CH3:17])[CH3:18])=[O:19])[cH:5][c:6]([F:8])[cH:7]1.[Ti+4:59]>>[F:1][c:2]1[cH:3][c:4]([C:9]([CH2:10][CH2:11][C:12]([C:13](=[O:14])[O:15][CH3:16])([CH3:17])[CH3:18])=[N:41][S:39]([C:36]([CH3:35])([CH3:37])[CH3:38])=[O:40])[cH:5][c:6]([F:8])[cH:7]1. The product is Nc1cc(F)c(N2CCOCC2)c(F)c1. Starting materials: CO, O=[N+]([O-])c1cc(F)c(N2CCOCC2)c(F)c1, [H][H]. As a reaction SMILES: [CH3:20][OH:21].[F:1][c:2]1[c:3]([N:12]2[CH2:13][CH2:14][O:15][CH2:16][CH2:17]2)[c:4]([F:11])[cH:5][c:6]([N+:8]([O-:9])=[O:10])[cH:7]1.[H:18][H:19]>>[F:1][c:2]1[c:3]([N:12]2[CH2:13][CH2:14][O:15][CH2:16][CH2:17]2)[c:4]([F:11])[cH:5][c:6]([NH2:8])[cH:7]1. Reactants: CS(=O)(=O)Cl (methanesulfonyl chloride), NC1=C(C=C2C=NNC2=C1C(=O)O)C (6-amino-5-methyl-1H-indazole-7-carboxylic acid), N1=CC=CC=C1 (pyridine), ClC=1C(=NC=CC1)N1N=C(C=C1C(=O)O)OCC(F)(F)F (2-(3-chloro-pyridin-2-yl)-5-(2,2,2-trifluoro-ethoxy)-2H-pyrazole-3-carboxylic acid). Solvent: O1CCCC1 (tetrahydrofuran). Reaction conditions: time 30 minute. Product: ClC=1C(=NC=CC1)N1N=C(C=C1C1=NC2=C(C=C3C(=C2C(O1)=O)NN=C3)C)OCC(F)(F)F (7-[2-(3-chloro-pyridin-2-yl)-5-(2,2,2-trifluoro-ethoxy)-2H-pyrazol-3-yl]-5-methyl-1H-8-oxa-1,2,6-triaza-cyclopenta[a]naphthalen-9-one). As a reaction SMILES: [NH2:1][C:2]1[C:10]([C:11]([OH:13])=[O:12])=[C:9]2[C:5]([CH:6]=[N:7][NH:8]2)=[CH:4][C:3]=1[CH3:14].[Cl:15][C:16]1[C:17]([N:22]2[C:26]([C:27](O)=O)=[CH:25][C:24]([O:30][CH2:31][C:32]([F:35])([F:34])[F:33])=[N:23]2)=[N:18][CH:19]=[CH:20][CH:21]=1.N1C=CC=CC=1.CS(Cl)(=O)=O>O1CCCC1>[Cl:15][C:16]1[C:17]([N:22]2[C:26]([C:27]3[O:12][C:11](=[O:13])[C:10]4[C:2](=[C:3]([CH3:14])[CH:4]=[C:5]5[CH:6]=[N:7][NH:8][C:9]5=4)[N:1]=3)=[CH:25][C:24]([O:30][CH2:31][C:32]([F:35])([F:33])[F:34])=[N:23]2)=[N:18][CH:19]=[CH:20][CH:21]=1. Procedure: To a suspension of 500 mg (2.61 mmol) of 6-amino-5-methyl-1H-indazole-7-carboxylic acid in 20 mL of anhydrous tetrahydrofuran is added 790 mg (2.61 mmol) of 2-(3-chloro-pyridin-2-yl)-5-(2,2,2-trifluoro-ethoxy)-2H-pyrazole-3-carboxylic acid followed by 945 μL (11.7 mmol) of pyridine. The mixture is stirred at ambient temperature during 30 minutes. Then the suspension is cooled to 0° C. and 708 μL (9.1 mmol) of methanesulfonyl chloride are added dropwise. The mixture is stirred at 50° C. for 16 ho...